Dataset: the Open Reaction Database (ORD), a public repository of structured organic reaction records. Task: describe an organic reaction: reactants, conditions, products, and yield Starting materials: BrC1=C(C=C(C(=O)OC)C=C1)COC (methyl 4-bromo-3-(methoxymethyl)benzoate), ON=C(N)C=1C=NC(=CC1)N1CCCC1 (N′-hydroxy-6-pyrrolidin-1-ylpyridine-3-carboximidamide). Product: COCC1=C(C=CC(=C1)C1=NC(=NO1)C=1C=CC(=NC1)N1CCCC1)C1=C(C=CC=C1)C (5-{5-[2-(methoxymethyl)-2′-methylbiphenyl-4-yl]-1,2,4-oxadiazol-3-yl}-2-pyrrolidin-1-ylpyridine). As a reaction SMILES: Br[C:2]1[CH:11]=[CH:10][C:5]([C:6]([O:8][CH3:9])=O)=[CH:4][C:3]=1[CH2:12][O:13]C.O[N:16]=[C:17]([C:19]1[CH:20]=[N:21][C:22]([N:25]2[CH2:29][CH2:28][CH2:27][CH2:26]2)=[CH:23][CH:24]=1)[NH2:18]>>[CH3:9][O:8][CH2:6][C:5]1[CH:4]=[C:3]([C:12]2[O:13][N:18]=[C:17]([C:19]3[CH:24]=[CH:23][C:22]([N:25]4[CH2:29][CH2:28][CH2:27][CH2:26]4)=[N:21][CH:20]=3)[N:16]=2)[CH:2]=[CH:11][C:10]=1[C:2]1[CH:11]=[CH:10][CH:5]=[CH:4][C:3]=1[CH3:12]. Procedure details: The title compound was prepared following procedure described in Method B starting from Intermediate A1 and N′-hydroxy-6-pyrrolidin-1-ylpyridine-3-carboximidamide (UkrOrgSynthesis, BBV-073346). After purification by flash chromatography (silica, EtOAc/cHex) followed by a crystallization from a mixture of MTBE and heptane, the title compound was obtained as an off-white powder. HPLC (Method A), Rt: 4.1 min (purity: 99%). UPLC/MS, M+(ESI): 417.1, M−(ESI): 415.2. Elemental analysis: [C26H26N4O2-0.2... Reactants: CNC(=O)C1=CC=CC=2SC(=CC21)C2=NC(=NC=C2Cl)NCCCN2[C@@H](CNCC2)C ((R)-2-{5-chloro-2-[3-(2-methylpiperazin-1-yl)-propylamino]-pyrimidin-4-yl}-benzo[b]thiophene-4-carboxylic acid methylamide), CNC(=O)C1=CC=CC=2SC(=CC21)C2=NC(=NC=C2C)Cl (2-(2-chloro-5-methylpyrimidin-4-yl)-benzo[b]thiophene-4-carboxylic acid methylamide), C(C)(C)(C)OC(=O)N1C[C@@H](N(CC1)CCCN)C ((S)-4-(3-aminopropyl)-3-methylpiperazine-1-carboxylic acid tert-butyl ester). Product: CNC(=O)C1=CC=CC=2SC(=CC21)C2=NC(=NC=C2C)NCCCN2[C@H](CNCC2)C ((S)-2-{5-Methyl-2-[3-(2-methylpiperazin-1-yl)-propylamino]-pyrimidin-4-yl}-benzo[b]thiophene-4-carboxylic acid methylamide). As a reaction SMILES: [CH3:1][NH:2][C:3]([C:5]1[C:13]2[CH:12]=[C:11]([C:14]3[C:19](Cl)=[CH:18][N:17]=[C:16]([NH:21][CH2:22][CH2:23][CH2:24][N:25]4[CH2:30][CH2:29][NH:28][CH2:27][C@H:26]4[CH3:31])[N:15]=3)[S:10][C:9]=2[CH:8]=[CH:7][CH:6]=1)=[O:4].[CH3:32]NC(C1C2C=C(C3C(C)=CN=C(Cl)N=3)SC=2C=CC=1)=O.C(OC(N1CCN(CCCN)[C@@H](C)C1)=O)(C)(C)C>>[CH3:1][NH:2][C:3]([C:5]1[C:13]2[CH:12]=[C:11]([C:14]3[C:19]([CH3:32])=[CH:18][N:17]=[C:16]([NH:21][CH2:22][CH2:23][CH2:24][N:25]4[CH2:30][CH2:29][NH:28][CH2:27][C@@H:26]4[CH3:31])[N:15]=3)[S:10][C:9]=2[CH:8]=[CH:7][CH:6]=1)=[O:4]. Procedure: Using the method of (R)-2-{5-chloro-2-[3-(2-methylpiperazin-1-yl)-propylamino]-pyrimidin-4-yl}-benzo[b]thiophene-4-carboxylic acid methylamide, the title compound is synthesized from 2-(2-chloro-5-methylpyrimidin-4-yl)-benzo[b]thiophene-4-carboxylic acid methylamide and (S)-4-(3-aminopropyl)-3-methylpiperazine-1-carboxylic acid tert-butyl ester and isolated as a yellow solid. ES+(m/z) 439 [M+H].